This data is from the Open Reaction Database (ORD), a public repository of structured organic reaction records. The task is: describe an organic reaction: reactants, conditions, products, and yield As a reaction SMILES: [Cl:1][C:2]1[C:11]2[C:6](=[CH:7][CH:8]=[C:9]([OH:12])[CH:10]=2)[N:5]=[C:4]([CH3:13])[CH:3]=1.[CH2:14]([NH2:20])[CH2:15][CH2:16][CH2:17][CH2:18][CH3:19]>>[ClH:1].[CH2:14]([NH:20][C:2]1[C:11]2[C:6](=[CH:7][CH:8]=[C:9]([OH:12])[CH:10]=2)[N:5]=[C:4]([CH3:13])[CH:3]=1)[CH2:15][CH2:16][CH2:17][CH2:18][CH3:19] |f:2.3|. Procedure details: In a manner similar to that described in Example 39, Part B, 4-chloro-2-methylquinolin-6-ol and hexylamine were transformed into the title compound: m.p. 234°-236° C. The reactants are ClC1=CC(=NC2=CC=C(C=C12)O)C (4-chloro-2-methylquinolin-6-ol), C(CCCCC)N (hexylamine). The product is Cl.C(CCCCC)NC1=CC(=NC2=CC=C(C=C12)O)C (4-Hexylamino-2-methylquinolin-6-ol Hydrochloride).